This data is from the Open Reaction Database (ORD), a public repository of structured organic reaction records. The task is: describe an organic reaction: reactants, conditions, products, and yield Starting materials: CC(=O)N1CCc2ccccc2CC1, [Na+], [OH-], O=[N+]([O-])O. Yields the product CC(=O)N1CCc2ccc([N+](=O)[O-])cc2CC1. RXN SMILES: [C:5]([CH3:6])(=[O:7])[N:8]1[CH2:9][CH2:10][c:11]2[c:12]([cH:15][cH:16][cH:17][cH:18]2)[CH2:13][CH2:14]1.[Na+:20].[OH-:19].[OH:1][N+:2]([O-:3])=[O:4]>>[O-:1][N+:2](=[O:4])[c:17]1[cH:16][cH:15][c:12]2[c:11]([cH:18]1)[CH2:10][CH2:9][N:8]([C:5]([CH3:6])=[O:7])[CH2:14][CH2:13]2. The reactants are ClC1=C(C=CC(=C1)Cl)C=1C=2N(C=CN1)C(=C(N2)C)[N+](=O)[O-] (8-(2,4-Dichlorophenyl)-2-methyl-3-nitroimidazo[1,2-a]pyrazine), C(C)(=O)O (acetic acid). The reagents and catalysts are [Fe] (iron). Solvent: C(C)O (ethanol). Conditions: time 1 hour. Product: ClC1=C(C=CC(=C1)Cl)C=1C=2N(C=CN1)C(=C(N2)C)N (8-(2,4-dichlorophenyl)-2-methylimidazo[1,2-a]pyrazin-3-amine). Isolated yield 35.4%. RXN SMILES: [Cl:1][C:2]1[CH:7]=[C:6]([Cl:8])[CH:5]=[CH:4][C:3]=1[C:9]1[C:10]2[N:11]([C:15]([N+:19]([O-])=O)=[C:16]([CH3:18])[N:17]=2)[CH:12]=[CH:13][N:14]=1.C(O)(=O)C>C(O)C.[Fe]>[Cl:1][C:2]1[CH:7]=[C:6]([Cl:8])[CH:5]=[CH:4][C:3]=1[C:9]1[C:10]2[N:11]([C:15]([NH2:19])=[C:16]([CH3:18])[N:17]=2)[CH:12]=[CH:13][N:14]=1. Procedure: 8-(2,4-Dichlorophenyl)-2-methyl-3-nitroimidazo[1,2-a]pyrazine (25 mg, 0.077 mmol) was dissolved in ethanol (0.36 mL), then acetic acid (0.5 mL) and iron powders (22 mg) were added thereto, and the mixture was stirred for 1 hour by heating under reflux. After the reaction mixture was allowed to cool, the solvent was evaporated and it was extracted with ethyl acetate. The organic layer was dried over anhydrous magnesium sulfate and evaporated. The resulting residue was purified by silica gel colum... The reactants are ClC1=C(C=CC(=C1C)S(=O)(=O)C)Br (2-chloro-4-methanesulfonyl-3-methylbromobenzene), C(C)N1N=CC=C1O (1-ethyl-5-hydroxypyrazole), dichloro(bistriphenylphosphine)palladium, stainless steel, O1CCOCC1 (1,4-dioxane), [C]=O (carbon monoxide), [C]=O (carbon monoxide). Conditions: temperature 150 celsius, time 9 hour. The product is ClC1=C(C(=O)C=2C=NN(C2O)CC)C=CC(=C1C)S(=O)(=O)C (4-(2-chloro-4-methanesulfonyl-3-methylbenzoyl)-1-ethyl-5-hydroxypyrazole). The yield is 43.0%. RXN SMILES: [Cl:1][C:2]1[C:7]([CH3:8])=[C:6]([S:9]([CH3:12])(=[O:11])=[O:10])[CH:5]=[CH:4][C:3]=1Br.[CH2:14]([N:16]1[C:20]([OH:21])=[CH:19][CH:18]=[N:17]1)[CH3:15].[C]=O.[O:24]1CCOC[CH2:25]1>>[Cl:1][C:2]1[C:7]([CH3:8])=[C:6]([S:9]([CH3:12])(=[O:11])=[O:10])[CH:5]=[CH:4][C:3]=1[C:25]([C:19]1[CH:18]=[N:17][N:16]([CH2:14][CH3:15])[C:20]=1[OH:21])=[O:24] |^3:21|. Reported procedure: 1.42 g of 2-chloro-4-methanesulfonyl-3-methylbromobenzene, 2.24 g of 1-ethyl-5-hydroxypyrazole, 10 ml of triethylamlne, 0.175 g of dichloro(bistriphenylphosphine)palladium and 50 ml of dry 1,4-dioxane were charged into a 100 ml stainless steel autoclave equipped with a rotary stirrer, and the interior of the autoclave was substituted by carbon monoxide. Then, carbon monoxide was injected under a pressure of 20 kg/cm2. Then, the reaction temperature was raised to 150° C. under stirring, and the r... Starting materials: COCCOC, NCc1ccc(C(F)(F)F)cn1, CS(=O)c1nc(N)nc(-c2ccco2)c1C#N. The product is N#Cc1c(NCc2ccc(C(F)(F)F)cn2)nc(N)nc1-c1ccco1. Reaction SMILES: [CH3:30][O:31][CH2:32][CH2:33][O:34][CH3:35].[F:18][C:19]([c:20]1[cH:21][cH:22][c:23]([CH2:26][NH2:27])[n:24][cH:25]1)([F:28])[F:29].[NH2:1][c:2]1[n:3][c:4]([S:15]([CH3:16])=[O:17])[c:5]([C:13]#[N:14])[c:6](-[c:8]2[o:9][cH:10][cH:11][cH:12]2)[n:7]1>>[NH2:1][c:2]1[n:3][c:4]([NH:27][CH2:26][c:23]2[cH:22][cH:21][c:20]([C:19]([F:18])([F:28])[F:29])[cH:25][n:24]2)[c:5]([C:13]#[N:14])[c:6](-[c:8]2[o:9][cH:10][cH:11][cH:12]2)[n:7]1. Product: COCCN(C(C)=O)c1c(OCc2ccccc2)cc(Br)cc1[N+](=O)[O-]. Reaction SMILES: [Br:25][CH2:26][CH2:27][O:28][CH3:29].[CH2:3]([c:4]1[cH:5][cH:6][cH:7][cH:8][cH:9]1)[O:10][c:11]1[c:12]([NH:21][C:22]([CH3:23])=[O:24])[c:13]([N+:18](=[O:19])[O-:20])[cH:14][c:15]([Br:17])[cH:16]1.[CH3:30][N:31]([CH3:32])[CH:33]=[O:34].[H-:1].[Na+:2]>>[CH2:3]([c:4]1[cH:5][cH:6][cH:7][cH:8][cH:9]1)[O:10][c:11]1[c:12]([N:21]([C:22]([CH3:23])=[O:24])[CH2:26][CH2:27][O:28][CH3:29])[c:13]([N+:18](=[O:19])[O-:20])[cH:14][c:15]([Br:17])[cH:16]1. Starting materials: COCCBr, CC(=O)Nc1c(OCc2ccccc2)cc(Br)cc1[N+](=O)[O-], CN(C)C=O, [H-], [Na+].